Dataset: the Open Reaction Database (ORD), a public repository of structured organic reaction records. Task: describe an organic reaction: reactants, conditions, products, and yield The reactants are N#N, NCCCCCO, O=C1OC(=O)c2ccccc21, O. Yields the product O=C1c2ccccc2C(=O)N1CCCCCO. Reaction SMILES: [N:19]#[N:20].[NH2:12][CH2:13][CH2:14][CH2:15][CH2:16][CH2:17][OH:18].[O:1]=[C:2]1[O:3][C:4](=[O:5])[c:6]2[cH:7][cH:8][cH:9][cH:10][c:11]21.[OH2:21]>>[C:2]1(=[O:3])[c:11]2[c:6]([cH:7][cH:8][cH:9][cH:10]2)[C:4](=[O:5])[N:12]1[CH2:13][CH2:14][CH2:15][CH2:16][CH2:17][OH:18]. Starting materials: COC(=O)c1ccc(Br)cc1C, Cc1ccccc1, CC(C)c1cc(C(C)C)c(-c2ccccc2P(C2CCCCC2)C2CCCCC2)c(C(C)C)c1, OB(O)C1CC1, [K+], [K+], [K+], O=C(C=Cc1ccccc1)C=Cc1ccccc1, O=C(C=Cc1ccccc1)C=Cc1ccccc1, O=C(C=Cc1ccccc1)C=Cc1ccccc1, O, O=P([O-])([O-])[O-], [Pd], [Pd]. Yields the product COC(=O)c1ccc(C2CC2)cc1C. RXN SMILES: [Br:49][c:50]1[cH:51][c:52]([CH3:60])[c:53]([C:54](=[O:55])[O:56][CH3:57])[cH:58][cH:59]1.[CH3:118][c:119]1[cH:120][cH:121][cH:122][cH:123][cH:124]1.[CH:15]1([P:16]([CH:17]2[CH2:18][CH2:19][CH2:20][CH2:21][CH2:22]2)[c:23]2[cH:24][cH:25][cH:26][cH:27][c:28]2-[c:29]2[c:30]([CH:31]([CH3:32])[CH3:33])[cH:34][c:35]([CH:36]([CH3:37])[CH3:38])[cH:39][c:40]2[CH:41]([CH3:42])[CH3:43])[CH2:44][CH2:45][CH2:46][CH2:47][CH2:48]1.[CH:1]1([B:4]([OH:5])[OH:6])[CH2:2][CH2:3]1.[K+:12].[K+:13].[K+:14].[O:63]=[C:64]([CH:65]=[CH:66][c:67]1[cH:68][cH:69][cH:70][cH:71][cH:72]1)[CH:73]=[CH:74][c:75]1[cH:76][cH:77][cH:78][cH:79][cH:80]1.[O:81]=[C:82]([CH:83]=[CH:84][c:85]1[cH:86][cH:87][cH:88][cH:89][cH:90]1)[CH:91]=[CH:92][c:93]1[cH:94][cH:95][cH:96][cH:97][cH:98]1.[O:99]=[C:100]([CH:101]=[CH:102][c:103]1[cH:104][cH:105][cH:106][cH:107][cH:108]1)[CH:109]=[CH:110][c:111]1[cH:112][cH:113][cH:114][cH:115][cH:116]1.[OH2:117].[P:7]([O-:8])([O-:9])([O-:10])=[O:11].[Pd:61].[Pd:62]>>[CH:1]1([c:50]2[cH:51][c:52]([CH3:60])[c:53]([C:54](=[O:55])[O:56][CH3:57])[cH:58][cH:59]2)[CH2:2][CH2:3]1. Procedure details: Prepared from 4-ethyl-5,6,7,8-tetrahydro-cumarin- 5-one (prepared from ethyl 3-oxo-n-valeriate and cyclohexan-1,3dione) and methanolic ammonia in an autoclave for 1 hour at 140° C. The product is C(C)C1=CC(NC=2CCCC(C12)=O)=O (4-Ethyl-7,8-dihydro-2,5(1H,6H)-quinolinedione). Reaction SMILES: [CH2:1]([C:3]1[C:12]2[C:11](=[O:13])[CH2:10][CH2:9][CH2:8][C:7]=2[O:6][C:5](=O)[CH:4]=1)[CH3:2].[NH3:15]>>[CH2:1]([C:3]1[C:12]2[C:11](=[O:13])[CH2:10][CH2:9][CH2:8][C:7]=2[NH:15][C:5](=[O:6])[CH:4]=1)[CH3:2]. Starting materials: C(C)C1=CC(OC=2CCCC(C12)=O)=O (4-ethyl-5,6,7,8-tetrahydro-cumarin- 5-one), N (ammonia). Starting materials: C=CCC1C(C)C(=O)N1C(C(=O)OCc1ccccc1)=P(c1ccccc1)(c1ccccc1)c1ccccc1, CCOC(C)=O, O=C(O)C(F)(F)F. Yields the product CC1C(=O)N2C(C(=O)OCc3ccccc3)=CCC12. RXN SMILES: [CH2:1]([CH:2]=[CH2:27])[CH:4]1[CH:5]([CH3:39])[C:6](=[O:38])[N:7]1[C:8](=[P:3]([c:9]1[cH:10][cH:11][cH:12][cH:13][cH:14]1)([c:15]1[cH:16][cH:17][cH:18][cH:19][cH:20]1)[c:21]1[cH:22][cH:23][cH:24][cH:25][cH:26]1)[C:28](=[O:29])[O:30][CH2:31][c:32]1[cH:33][cH:34][cH:35][cH:36][cH:37]1.[CH3:47][CH2:48][O:49][C:50](=[O:51])[CH3:52].[OH:40][C:41]([C:42]([F:43])([F:44])[F:45])=[O:46]>>[CH2:1]1[CH:2]=[C:8]([C:28](=[O:29])[O:30][CH2:31][c:32]2[cH:33][cH:34][cH:35][cH:36][cH:37]2)[N:7]2[CH:4]1[CH:5]([CH3:39])[C:6]2=[O:38].